The task is: describe an organic reaction: reactants, conditions, products, and yield. This data is from the Open Reaction Database (ORD), a public repository of structured organic reaction records. The reactants are C(C)NCC (diethylamine), ClC1=C(C=CC=C1)C1=CC=C(C=C1)C(C(=O)O)O (2'-chloro-4-biphenylylglycolic acid). Run in CCCCCC (n-hexane). Product: C(C)[NH2+]CC.ClC1=C(C=CC=C1)C1=CC=C(C=C1)C(C(=O)[O-])O (2'-chloro-4-biphenylylglycolic acid, diethylammonium salt). RXN SMILES: [CH2:1]([NH:3][CH2:4][CH3:5])[CH3:2].[Cl:6][C:7]1[CH:12]=[CH:11][CH:10]=[CH:9][C:8]=1[C:13]1[CH:18]=[CH:17][C:16]([CH:19]([OH:23])[C:20]([OH:22])=[O:21])=[CH:15][CH:14]=1>CCCCCC>[CH2:1]([NH2+:3][CH2:4][CH3:5])[CH3:2].[Cl:6][C:7]1[CH:12]=[CH:11][CH:10]=[CH:9][C:8]=1[C:13]1[CH:18]=[CH:17][C:16]([CH:19]([OH:23])[C:20]([O-:22])=[O:21])=[CH:15][CH:14]=1 |f:3.4|. Procedure details: Anhydrous diethylamine (0.11 moles) is added dropwise to a stirred solution of 2'-chloro-4-biphenylylglycolic acid (0.10 moles) in 100 ml. of n-hexane at 0°C. The precipitated diethylammonium salt is collected on a filter washed with n-hexane and dried in a vacuum desiccator to obtain 2'-chloro-4-biphenylylglycolic acid, diethylammonium salt. The reactants are ClC1=C(C=O)C=CC=C1C(F)(F)F (2-chloro-3-trifluoromethyl benzaldehyde), ClC1=C(CNC(CC(C2=CC=CC=C2)(F)F)F)C=CC=C1C(F)(F)F ((2-chloro-3-trifluoromethyl-benzyl)-(trifluoro-phenyl-propyl)-amine), N1(CCOCC1)C(CN)C1=CC=CC=C1 (2-Morpholin4-yl-2-phenyl-ethylamine), FCC(C(=O)C1=CC=CC=C1)(CF)CF (α,α,α-trifluoromethylphenylacetaldehyde), 2-chloro-3-(α,α,α-trifluoromethyl)benzylamine. Yields the product ClC1=C(CNCC(C2=CC=CC=C2)N2CCOCC2)C=CC=C1C(F)(F)F ((2-Chloro-3-trifluoromethyl-benzyl)-(morpholin-4-yl-phenyl-ethyl)-amine). RXN SMILES: [Cl:1][C:2]1[C:21]([C:22]([F:25])([F:24])[F:23])=[CH:20][CH:19]=[CH:18][C:3]=1[CH2:4][NH:5][CH:6](F)[CH2:7][C:8](F)(F)[C:9]1[CH:14]=[CH:13][CH:12]=[CH:11]C=1.[N:26]1(C(C2C=CC=CC=2)CN)[CH2:31][CH2:30][O:29][CH2:28][CH2:27]1.ClC1C(C(F)(F)F)=CC=CC=1C=O.FCC(CF)(CF)C(C1C=CC=CC=1)=O>>[Cl:1][C:2]1[C:21]([C:22]([F:23])([F:24])[F:25])=[CH:20][CH:19]=[CH:18][C:3]=1[CH2:4][NH:5][CH2:6][CH:7]([N:26]1[CH2:31][CH2:30][O:29][CH2:28][CH2:27]1)[C:8]1[CH:9]=[CH:14][CH:13]=[CH:12][CH:11]=1. Reported procedure: Following the procedure (preparation of rac-±-(2-chloro-3-trifluoromethyl-benzyl)-(trifluoro-phenyl-propyl)-amine) of Example 64, step (a) except rac-±-2-Morpholin4-yl-2-phenyl-ethylamine was used in step (a) instead of 2-chloro-3-(α,α,α-trifluoromethyl)benzylamine, and 2-chloro-3-trifluoromethyl benzaldehyde was used instead of (α,α,α-trifluoromethylphenylacetaldehyde, the title compound was sythesized as an oil, 0.27 g (88%); MS (ESI) 399 (M+H+). Starting materials: COCCOC, Nc1cnc(Br)cn1, [Na+], [Na+], O=C([O-])[O-], O, Cl[Pd]Cl, c1ccc(P(c2ccccc2)c2ccccc2)cc1, c1ccc(P(c2ccccc2)c2ccccc2)cc1, OB(O)c1ccc2[nH]ccc2c1. Product: Nc1cnc(-c2ccc3[nH]ccc3c2)cn1. Reaction SMILES: [CH2:27]([CH2:28][O:29][CH3:30])[O:31][CH3:32].[NH2:13][c:14]1[n:15][cH:16][c:17]([Br:20])[n:18][cH:19]1.[Na+:21].[Na+:22].[O-:23][C:24](=[O:25])[O-:26].[OH2:74].[Pd:33]([Cl:34])[Cl:35].[c:36]1([P:37]([c:38]2[cH:39][cH:40][cH:41][cH:42][cH:43]2)[c:44]2[cH:45][cH:46][cH:47][cH:48][cH:49]2)[cH:50][cH:51][cH:52][cH:53][cH:54]1.[c:55]1([P:56]([c:57]2[cH:58][cH:59][cH:60][cH:61][cH:62]2)[c:63]2[cH:64][cH:65][cH:66][cH:67][cH:68]2)[cH:69][cH:70][cH:71][cH:72][cH:73]1.[nH:1]1[cH:2][cH:3][c:4]2[cH:5][c:6]([B:10]([OH:11])[OH:12])[cH:7][cH:8][c:9]12>>[nH:1]1[cH:2][cH:3][c:4]2[cH:5][c:6](-[c:17]3[cH:16][n:15][c:14]([NH2:13])[cH:19][n:18]3)[cH:7][cH:8][c:9]12. Starting materials: C(C)O (ethanol), bis-triphenylphosphine palladium dichloride, NC1=NC=C(C(=N1)N)CC=1C=C(C(=C(C1)OS(=O)(=O)C1CC1)I)OCC (cyclopropanesulphonic acid 5-(2,4-diamino-pyrimidin-5-ylmethyl)-3-ethoxy-2-iodo-phenyl ester), BrC1=CC(=C(C=C1)NC(C(F)(F)F)=O)C (N-(4-bromo-2-methyl-phenyl)-2,2,2-trifluoroacetamide). The solvent is C(OC)COC (dimethoxyethane), O1CCOCC1 (dioxane). The product is tetrakis-triphenylphosphine palladium, NC1=C(C=C(C=C1)C1=C(C=C(C=C1OCC)CC=1C(=NC(=NC1)N)N)OS(=O)(=O)C1CC1)C (cyclopropanesulphonic acid 4′-amino-4-(2,4-diamino-pyrimidin-5-ylmethyl)-6-ethoxy-3′-methyl-biphenyl-2-yl ester). Yield: 30.0%. As a reaction SMILES: [NH2:1][C:2]1[N:7]=[C:6]([NH2:8])[C:5]([CH2:9][C:10]2[CH:11]=[C:12]([O:24][CH2:25][CH3:26])[C:13](I)=[C:14]([O:16][S:17]([CH:20]3[CH2:22][CH2:21]3)(=[O:19])=[O:18])[CH:15]=2)=[CH:4][N:3]=1.Br[C:28]1[CH:33]=[CH:32][C:31]([NH:34]C(=O)C(F)(F)F)=[C:30]([CH3:41])[CH:29]=1.C(O)C>O1CCOCC1.C(COC)OC>[NH2:34][C:31]1[CH:32]=[CH:33][C:28]([C:13]2[C:12]([O:24][CH2:25][CH3:26])=[CH:11][C:10]([CH2:9][C:5]3[C:6]([NH2:8])=[N:7][C:2]([NH2:1])=[N:3][CH:4]=3)=[CH:15][C:14]=2[O:16][S:17]([CH:20]2[CH2:22][CH2:21]2)(=[O:19])=[O:18])=[CH:29][C:30]=1[CH3:41]. Procedure details: Starting from cyclopropanesulphonic acid 5-(2,4-diamino-pyrimidin-5-ylmethyl)-3-ethoxy-2-iodo-phenyl ester (294 mg; 0.6 mmol) and N-(4-bromo-2-methyl-phenyl)-2,2,2-trifluoroacetamide (282 mg; 1.0 mmol) (first step in 12 ml dioxane instead of dimethylformamide with bis-triphenylphosphine-palladium dichloride (56 mg; 0.08 mmol) and second step in dimethoxyethane (8 ml) and ethanol (2 ml) with tetrakis-triphenylphosphine-palladium (69 mg; 0.06 mmol)), 151 mg (30%) cyclopropanesulphonic acid 4′-amin... Starting materials: C1CCOC1, [Li]C(C)CC, Clc1cc(Cl)cc(N2CCOCC2)c1, CN(C)C=O, O. Yields the product O=Cc1c(Cl)cc(N2CCOCC2)cc1Cl. As a reaction SMILES: [CH2:26]1[O:27][CH2:28][CH2:29][CH2:30]1.[CH:1]([Li:2])([CH2:3][CH3:4])[CH3:5].[Cl:6][c:7]1[cH:8][c:9]([N:14]2[CH2:15][CH2:16][O:17][CH2:18][CH2:19]2)[cH:10][c:11]([Cl:13])[cH:12]1.[O:20]=[CH:21][N:22]([CH3:23])[CH3:24].[OH2:25]>>[Cl:6][c:7]1[cH:8][c:9]([N:14]2[CH2:15][CH2:16][O:17][CH2:18][CH2:19]2)[cH:10][c:11]([Cl:13])[c:12]1[CH:21]=[O:20]. Reactants: [Br-], CCCCc1nc(=O)c2cc(C(C)=O)ccc2[nH]1, C[Mg+], CCOCC, C1CCOC1. The product is CCCCc1nc(=O)c2cc(C(C)(C)O)ccc2[nH]1. Reaction SMILES: [Br-:19].[C:1]([CH3:2])(=[O:3])[c:4]1[cH:5][c:6]2[c:7](=[O:18])[n:8][c:9]([CH2:14][CH2:15][CH2:16][CH3:17])[nH:10][c:11]2[cH:12][cH:13]1.[CH3:20][Mg+:21].[CH3:27][CH2:28][O:29][CH2:30][CH3:31].[O:22]1[CH2:23][CH2:24][CH2:25][CH2:26]1>>[C:1]([CH3:2])([OH:3])([c:4]1[cH:5][c:6]2[c:7](=[O:18])[n:8][c:9]([CH2:14][CH2:15][CH2:16][CH3:17])[nH:10][c:11]2[cH:12][cH:13]1)[CH3:20]. Reactants: C(CCC)P(CCCC)CCCC (tributylphosphine), N(=NC(=O)N1CCCCC1)C(=O)N1CCCCC1 (1,1′-(azodicarbonyl) dipiperidine), BrC=1C(=NC=CC1)CO ((3-Bromo-pyridin-2-yl)-methanol), IC1=C(C=C(C=C1)Cl)O (2-iodo-5-chlorophenol). The solvent is C1=CC=CC=C1 (benzene), C(C)(=O)OCC (ethyl acetate). Conditions: temperature 0 celsius. Yields the product BrC=1C(=NC=CC1)COC1=C(C=CC(=C1)Cl)I (3-Bromo-2-(5-chloro-2-iodo-phenoxymethyl)-pyridine). The yield is 49.3%. As a reaction SMILES: [Br:1][C:2]1[C:3]([CH2:8][OH:9])=[N:4][CH:5]=[CH:6][CH:7]=1.[I:10][C:11]1[CH:16]=[CH:15][C:14]([Cl:17])=[CH:13][C:12]=1O.C(P(CCCC)CCCC)CCC.N(C(N1CCCCC1)=O)=NC(N1CCCCC1)=O>C1C=CC=CC=1.C(OCC)(=O)C>[Br:1][C:2]1[C:3]([CH2:8][O:9][C:16]2[CH:15]=[C:14]([Cl:17])[CH:13]=[CH:12][C:11]=2[I:10])=[N:4][CH:5]=[CH:6][CH:7]=1. Procedure: (3-Bromo-pyridin-2-yl)-methanol (3.4 g, 18 mmol), and 2-iodo-5-chlorophenol 4.5 g, 18 mmol), are dissolved in benzene (60 mL) and cooled to 0° C. To the solution is added tributylphosphine (15 mL, 90 mmol), and 1,1′-(azodicarbonyl) dipiperidine (ADDP) (6.6 g, 18 mmol) and the mixture is heated at 40° C. for 3 h. The reaction mixture is diluted with ethyl acetate, washed with saturated aqueous NH4Cl and brine, dried over MgSO4, filtered, and concentrated under reduced pressure. The resulting resi... Reactants: N1[C@H](CO)CCC1 (L-prolinol), C(C)(C)(C)OC(=O)N1[C@H](CCC1)C=O ((2R)-N-tert-Butyloxycarbonylpyrrolidin -2-vlmethanal). Product: C(C)(C)(C)OC(=O)N1[C@@H](CCC1)CCC=O ((2S)-N-tert-Butyloxycarbonyl-3-(pyrrolidin-2-yl) propanal). As a reaction SMILES: N1CCC[C@H:2]1[CH2:3][OH:4].[C:8]([O:12][C:13]([N:15]1[CH2:19][CH2:18][CH2:17][C@@H:16]1[CH:20]=O)=[O:14])([CH3:11])([CH3:10])[CH3:9]>>[C:8]([O:12][C:13]([N:15]1[CH2:19][CH2:18][CH2:17][C@H:16]1[CH2:20][CH2:2][CH:3]=[O:4])=[O:14])([CH3:9])([CH3:10])[CH3:11]. Procedure details: Prepared from L-prolinol using the procedure described for Intermediate 2. The reactants are CO, Cl, CC(C)(C)OC(=O)N1c2ccccc2CCC1CO. The product is Cl, OCC1CCc2ccccc2N1. RXN SMILES: [CH3:21][OH:22].[ClH:1].[OH:2][CH2:3][CH:4]1[N:5]([C:14]([O:15][C:16]([CH3:17])([CH3:18])[CH3:19])=[O:20])[c:6]2[cH:7][cH:8][cH:9][cH:10][c:11]2[CH2:12][CH2:13]1>>[ClH:1].[OH:2][CH2:3][CH:4]1[NH:5][c:6]2[cH:7][cH:8][cH:9][cH:10][c:11]2[CH2:12][CH2:13]1. The reactants are O.ON1N=NC2=C1C=CC=C2 (1-hydroxybenzotriazole monohydrate), Cl.CN(CCCN=C=NCC)C (1-(3-dimethylaminopropyl)-3-ethylcarbodiimide hydrochloride), C1(=CC=CC=C1)[C@H](CC)N ((S)-(−)-1-phenylpropylamine), C(C)(C)(C)OC(=O)N[C@H]([C@@H](C(=O)O)O)CCCC (3(S)-(tert-butoxyformamido)-2(S)-hydroxyheptanoic acid). Run in ClCCl (dichloromethane), ClCCl (dichloromethane). Reaction conditions: time 3 hour. Yields the product C(C)(C)(C)OC(=O)N[C@H]([C@@H](C(=O)N[C@@H](CC)C1=CC=CC=C1)O)CCCC (3(S)-(tert-butoxyformamido)-2(S)-hydroxy-N-(1(S)-phenylpropyl)heptanamide). Isolated yield 75.7%. Reaction SMILES: O.ON1C2C=CC=CC=2N=N1.Cl.CN(C)CCCN=C=NCC.[C:24]1([C@@H:30]([NH2:33])[CH2:31][CH3:32])[CH:29]=[CH:28][CH:27]=[CH:26][CH:25]=1.[C:34]([O:38][C:39]([NH:41][C@@H:42]([CH2:48][CH2:49][CH2:50][CH3:51])[C@H:43]([OH:47])[C:44](O)=[O:45])=[O:40])([CH3:37])([CH3:36])[CH3:35]>ClCCl>[C:34]([O:38][C:39]([NH:41][C@@H:42]([CH2:48][CH2:49][CH2:50][CH3:51])[C@H:43]([OH:47])[C:44]([NH:33][C@H:30]([C:24]1[CH:29]=[CH:28][CH:27]=[CH:26][CH:25]=1)[CH2:31][CH3:32])=[O:45])=[O:40])([CH3:37])([CH3:36])[CH3:35] |f:0.1,2.3|. Reported procedure: 229 mg of 1-hydroxybenzotriazole monohydrate, 287 mg of 1-(3-dimethylaminopropyl)-3-ethylcarbodiimide hydrochloride and 148 mg of (S)-(−)-1-phenylpropylamine were added in sequence to a solution of 260 mg of 3(S)-(tert-butoxyformamido)-2(S)-hydroxyheptanoic acid in 10 ml of dichloromethane. The mixture was stirred at room temperature for 3 hours, then diluted with dichloromethane and washed in sequence with 5% citric acid solution, saturated sodium bicarbonate solution and saturated brine. The o...